The task is: describe an organic reaction: reactants, conditions, products, and yield. This data is from the Open Reaction Database (ORD), a public repository of structured organic reaction records. Starting materials: [Na] (sodium), C(C)(=O)C=1C(=C(C(=CC1C)C)C1CC(=C(C(C1)=O)C(CCC)=NOCC)O)C (5-(3-acetyl-2,4,6-trimethylphenyl)-2-[1-(ethoxyimino)butyl]-3-hydroxy-cyclohex-2-en-1-one), C1(=CC=C(C=C1)S(=O)(=O)Cl)C (4-toluenesulfonyl chloride). Solvent: CC(=O)C (acetone). Conditions: time 15 minute. Product: C(C)(=O)C=1C(=C(C(=CC1C)C)C1CC(=C(C(C1)=O)C(CCC)=NOCC)OS(=O)(=O)C1=CC=C(C=C1)C)C (5-(3-acetyl-2,4,6-trimethylphenyl)-2-[1-(ethoxyimino)butyl]-3-(4-toluenesulfonyl)oxy-cyclohex-2-en-1-one). Isolated yield 92.6%. Reaction SMILES: [Na].[C:2]([C:5]1[C:6]([CH3:29])=[C:7]([CH:13]2[CH2:18][C:17](=[O:19])[C:16]([C:20](=[N:24][O:25][CH2:26][CH3:27])[CH2:21][CH2:22][CH3:23])=[C:15]([OH:28])[CH2:14]2)[C:8]([CH3:12])=[CH:9][C:10]=1[CH3:11])(=[O:4])[CH3:3].[C:30]1([CH3:40])[CH:35]=[CH:34][C:33]([S:36](Cl)(=[O:38])=[O:37])=[CH:32][CH:31]=1>CC(C)=O>[C:2]([C:5]1[C:6]([CH3:29])=[C:7]([CH:13]2[CH2:14][C:15](=[O:28])[C:16]([C:20](=[N:24][O:25][CH2:26][CH3:27])[CH2:21][CH2:22][CH3:23])=[C:17]([O:19][S:36]([C:33]3[CH:34]=[CH:35][C:30]([CH3:40])=[CH:31][CH:32]=3)(=[O:38])=[O:37])[CH2:18]2)[C:8]([CH3:12])=[CH:9][C:10]=1[CH3:11])(=[O:4])[CH3:3] |^1:0|. Procedure: The sodium salt of 5-(3-acetyl-2,4,6-trimethylphenyl)-2-[1-(ethoxyimino)butyl]-3-hydroxy-cyclohex-2-en-1-one (0.10 g; 0.26 mmole) was dissolved in acetone and then 4-toluenesulfonyl chloride (0.05 g; 0.26 mmole) was added. The mixture was stirred for 15 minutes and then the solvent was removed by evaporation under reduced pressure using a rotary evaporator. The product was purified by column chromatography over silica gel (eluant dichloromethane) to give 5-(3-acetyl-2,4,6-trimethylphenyl)-2-[1-(... Starting materials: N12CCCCCC2=NCCC1 (1,8-diazabicyclo[5.4.0]undec-7-ene), [Na] (Sodium), NC(C(=O)OCC)CS (Ethyl 2-amino-3-mercaptopropanoate), ClC=1C=C(C=CC1C(C1=CC=C(C=C1)Cl)Cl)N1N=CC(NC1=O)=O (2-[3-chloro-4-[chloro(4-chlorophenyl)methyl]phenyl]-1,2,4-triazine-3,5(2H,4H)-dione). Run in C(C)O (ethanol), C1CCOC1 (THF). Yields the product C(C)NC(C(=O)O)CSC(C1=C(C=C(C=C1)N1N=CC(NC1=O)=O)Cl)C1=CC=C(C=C1)Cl ((±)-ethyl α-[[[(4-chlorophenyl)[2-chloro-4-(4,5-dihydro-3,5-dioxo-1,2,4-triazin-2(3H)-yl)phenyl]methyl]thio]methyl]glycine). As a reaction SMILES: [Na].[NH2:2][CH:3]([CH2:9][SH:10])[C:4]([O:6]CC)=[O:5].[Cl:11][C:12]1[CH:13]=[C:14]([N:27]2[C:32](=[O:33])[NH:31][C:30](=[O:34])[CH:29]=[N:28]2)[CH:15]=[CH:16][C:17]=1[CH:18](Cl)[C:19]1[CH:24]=[CH:23][C:22]([Cl:25])=[CH:21][CH:20]=1.N12CCCN=C1CCC[CH2:37][CH2:36]2>C1COCC1.C(O)C>[CH2:36]([NH:2][CH:3]([CH2:9][S:10][CH:18]([C:19]1[CH:24]=[CH:23][C:22]([Cl:25])=[CH:21][CH:20]=1)[C:17]1[CH:16]=[CH:15][C:14]([N:27]2[C:32](=[O:33])[NH:31][C:30](=[O:34])[CH:29]=[N:28]2)=[CH:13][C:12]=1[Cl:11])[C:4]([OH:6])=[O:5])[CH3:37] |^1:0|. Reported procedure: Sodium (0.075 mol) was added portionwise to ethanol (50 ml) under N2 atmosphere and this mixture was stirred until complete dissolution. Ethyl 2-amino-3-mercaptopropanoate (0.075 mol) was added and the mixture was stirred for 2 hours at RT. The solvent was evaporated, THF (50 ml) was added to the residue, and a solution of 2-[3-chloro-4-[chloro(4-chlorophenyl)methyl]phenyl]-1,2,4-triazine-3,5(2H,4H)-dione (0.015 mol) in THF (50 ml) was added. 1,8-diazabicyclo[5.4.0]undec-7-ene (0.03 mol) was add... Reactants: C[O-], CCOC(C)=O, CC(=O)O, COC(=O)CCl, [Na+], C1CCOC1, O, O=Cc1ccc(COc2ccccn2)cc1. The product is COC(=O)C1OC1c1ccc(COc2ccccn2)cc1. RXN SMILES: [CH3:28][O-:29].[CH3:31][CH2:32][O:33][C:34](=[O:35])[CH3:36].[CH3:37][C:38](=[O:39])[OH:40].[Cl:22][CH2:23][C:24](=[O:25])[O:26][CH3:27].[Na+:30].[O:17]1[CH2:18][CH2:19][CH2:20][CH2:21]1.[OH2:41].[n:1]1[c:2]([O:7][CH2:8][c:9]2[cH:10][cH:11][c:12]([CH:13]=[O:14])[cH:15][cH:16]2)[cH:3][cH:4][cH:5][cH:6]1>>[n:1]1[c:2]([O:7][CH2:8][c:9]2[cH:10][cH:11][c:12]([CH:13]3[O:14][CH:23]3[C:24](=[O:25])[O:26][CH3:27])[cH:15][cH:16]2)[cH:3][cH:4][cH:5][cH:6]1. The reactants are BrC=1C=C(N)C=C(C1)Cl (3-bromo-5-chloroaniline), ClC1=C(N)C=CC=C1B1OC(C(O1)(C)C)(C)C (2-chloro-3-(4,4,5,5-tetramethyl-1,3,2-dioxaborolan-2-yl)aniline). Yields the product ClC=1C=C(N)C=C(C1)B1OC(C(O1)(C)C)(C)C (3-chloro-5-(4,4,5,5-tetramethyl-1,3,2-dioxaborolan-2-yl)aniline). The yield is 48.0%. As a reaction SMILES: Br[C:2]1[CH:3]=[C:4]([CH:6]=[C:7]([Cl:9])[CH:8]=1)[NH2:5].ClC1C([B:18]2[O:22][C:21]([CH3:24])([CH3:23])[C:20]([CH3:26])([CH3:25])[O:19]2)=CC=CC=1N>>[Cl:9][C:7]1[CH:6]=[C:4]([CH:3]=[C:2]([B:18]2[O:22][C:21]([CH3:24])([CH3:23])[C:20]([CH3:26])([CH3:25])[O:19]2)[CH:8]=1)[NH2:5]. Procedure: This material was prepared from 3-bromo-5-chloroaniline following a similar procedure used for SM-9, step 3. The crude product was purified by flash chromatography (RediSep Cyano®, Teledyne ISCO, 0-50% EtOAc in hexanes) to afford 3-chloro-5-(4,4,5,5-tetramethyl-1,3,2-dioxaborolan-2-yl)aniline (48%) as a pale orange solid: LCMS (m/z) 172.1 (MH+), tR=0.33 minute. The reactants are CN1CC(C(=O)N(C)Cc2ccc(Cl)c(Cl)c2)=C(O)C1=O, NCC(=O)O. Yields the product CN(Cc1ccc(Cl)c(Cl)c1)C(=O)C1=C(O)C(=O)N(CC(=O)O)C1. Reaction SMILES: [Cl:6][c:7]1[cH:8][c:9]([CH2:10][N:11]([C:12](=[O:13])[C:14]2=[C:18]([OH:19])[C:17](=[O:20])[N:16]([CH3:21])[CH2:15]2)[CH3:22])[cH:23][cH:24][c:25]1[Cl:26].[NH2:1][CH2:2][C:3]([OH:4])=[O:5]>>[N:1]1([CH2:2][C:3]([OH:4])=[O:5])[CH2:15][C:14]([C:12]([N:11]([CH2:10][c:9]2[cH:8][c:7]([Cl:6])[c:25]([Cl:26])[cH:24][cH:23]2)[CH3:22])=[O:13])=[C:18]([OH:19])[C:17]1=[O:20].